The task is: describe an organic reaction: reactants, conditions, products, and yield. This data is from the Open Reaction Database (ORD), a public repository of structured organic reaction records. The reactants are Cl (HCl), solution, FC1=C(O[C@@H]2C[C@H](C2)CN(C(OC(C)(C)C)=O)C)C=CC=C1CN1CCCC1 (tert-butyl ({trans-3-[2-fluoro-3-(pyrrolidin-1-ylmethyl)phenoxy]cyclobutyl}methyl)methylcarbamate). Solvent: O1CCOCC1 (dioxane), O1CCOCC1 (dioxane). Conditions: time 20 hour. Product: FC1=C(O[C@@H]2C[C@H](C2)CNC)C=CC=C1CN1CCCC1 (({trans-3-[2-fluoro-3-(pyrrolidin-1-ylmethyl)phenoxy]cyclobutyl}methyl)methylamine). The yield is 77.7%. As a reaction SMILES: Cl.[F:2][C:3]1[C:23]([CH2:24][N:25]2[CH2:29][CH2:28][CH2:27][CH2:26]2)=[CH:22][CH:21]=[CH:20][C:4]=1[O:5][C@H:6]1[CH2:9][C@H:8]([CH2:10][N:11](C)[C:12](=O)OC(C)(C)C)[CH2:7]1>O1CCOCC1>[F:2][C:3]1[C:23]([CH2:24][N:25]2[CH2:29][CH2:28][CH2:27][CH2:26]2)=[CH:22][CH:21]=[CH:20][C:4]=1[O:5][C@H:6]1[CH2:9][C@H:8]([CH2:10][NH:11][CH3:12])[CH2:7]1. Procedure: 4M HCl in dioxane (6.05 ml) was added to a solution of example 390, tert-butyl ({trans-3-[2-fluoro-3-(pyrrolidin-1-ylmethyl)phenoxy]cyclobutyl}methyl)methylcarbamate (1.9 g, 4.84 mmol) in 2 ml of dioxane. The mixture was stirred for 20 h and evaporated to dryness. The residue was recrystallized from MeOH-Et2O. The crystals were separated by filtration and dryed, then CH2Cl2 (30 mL) and saturated 10N NaOH (pH 12) were added under stirring. The layers were separated; the water solution was extract... RXN SMILES: [C:2]([O:3][C:4](=[O:5])[N:9]1[CH2:10][CH2:11][N:12]([c:15]2[cH:16][c:17]([NH:22][C:23]([CH2:24][NH:25][c:26]3[cH:27][c:28]([F:33])[c:29]([F:32])[cH:30][cH:31]3)=[O:34])[c:18]([Cl:21])[cH:19][cH:20]2)[CH2:13][CH2:14]1)([CH3:6])([CH3:7])[CH3:8].[ClH:1].[O:35]1[CH2:36][CH2:37][O:38][CH2:39][CH2:40]1>>[NH:9]1[CH2:10][CH2:11][N:12]([c:15]2[cH:16][c:17]([NH:22][C:23]([CH2:24][NH:25][c:26]3[cH:27][c:28]([F:33])[c:29]([F:32])[cH:30][cH:31]3)=[O:34])[c:18]([Cl:21])[cH:19][cH:20]2)[CH2:13][CH2:14]1. Starting materials: CC(C)(C)OC(=O)N1CCN(c2ccc(Cl)c(NC(=O)CNc3ccc(F)c(F)c3)c2)CC1, Cl, C1COCCO1. Product: O=C(CNc1ccc(F)c(F)c1)Nc1cc(N2CCNCC2)ccc1Cl. The reactants are ClC=1N=C(C2=C(N1)N(C=C2C2=CC=NC=C2)S(=O)(=O)C2=CC=C(C)C=C2)NCC2CCN(CC2)C(=O)OC(C)(C)C (tert-butyl 4-((2-chloro-5-(pyridine-4-yl)-7-tosyl-7H-pyrrolo[2,3-d]pyrimidin-4-ylamino)methyl)piperidine-1-carboxylate), NC1=CC=C(C=C1)N1CCN(CC1)C(C)=O (1-(4-(4-aminophenyl)piperazin-1-yl)ethanone), C[Si](C)(C)Cl (TMSCl). Solvent: C(CCC)O (nBuOH). Conditions: temperature 135 celsius, time 68 hour. Yields the product N1CCC(CC1)CNC=1C2=C(N=C(N1)NC1=CC=C(C=C1)N1CCN(CC1)C(C)=O)NC=C2C2=CC=NC=C2 (1-(4-(4-(4-(piperidin-4-ylmethylamino)-5-(pyridin-4-yl)-7H-pyrrolo[2,3-d]pyrimidin-2-ylamino)phenyl)piperazin-1-yl)ethanone). Yield: 33.0%. RXN SMILES: Cl[C:2]1[N:3]=[C:4]([NH:27][CH2:28][CH:29]2[CH2:34][CH2:33][N:32](C(OC(C)(C)C)=O)[CH2:31][CH2:30]2)[C:5]2[C:10]([C:11]3[CH:16]=[CH:15][N:14]=[CH:13][CH:12]=3)=[CH:9][N:8](S(C3C=CC(C)=CC=3)(=O)=O)[C:6]=2[N:7]=1.[NH2:42][C:43]1[CH:48]=[CH:47][C:46]([N:49]2[CH2:54][CH2:53][N:52]([C:55](=[O:57])[CH3:56])[CH2:51][CH2:50]2)=[CH:45][CH:44]=1.C[Si](Cl)(C)C>C(O)CCC>[NH:32]1[CH2:33][CH2:34][CH:29]([CH2:28][NH:27][C:4]2[C:5]3[C:10]([C:11]4[CH:12]=[CH:13][N:14]=[CH:15][CH:16]=4)=[CH:9][NH:8][C:6]=3[N:7]=[C:2]([NH:42][C:43]3[CH:44]=[CH:45][C:46]([N:49]4[CH2:50][CH2:51][N:52]([C:55](=[O:57])[CH3:56])[CH2:53][CH2:54]4)=[CH:47][CH:48]=3)[N:3]=2)[CH2:30][CH2:31]1. Procedure details: A mixture of tert-butyl 4-((2-chloro-5-(pyridine-4-yl)-7-tosyl-7H-pyrrolo[2,3-d]pyrimidin-4-ylamino)methyl)piperidine-1-carboxylate (90 mg, 0.15 mmol), 1-(4-(4-aminophenyl)piperazin-1-yl)ethanone (66 mg, 0.30 mmol) and TMSCl (0.100 mL, 0.79 mmol) in nBuOH (4 mL) was stirred at 135° C. for 68 h. It was then concentrated in vacuo. The residue was purified by HPLC to give the titled compound (26 mg). MS 526.47 (M+H); UV 202.6, 259.2, 304.3 nm. The reactants are C1(C=CCCC1)N1N=CC(=C1)B1OC(C(O1)(C)C)(C)C (1-(Cyclohex-2-en-1-yl)-4-(4,4,5,5-tetramethyl-1,3,2-dioxaborolan-2-yl)-1H-pyrazole), C([O-])([O-])=O.[Na+].[Na+] (sodium carbonate), BrC=1C=C(C=C(C1)C)NC1=NC=CC(=N1)C(F)F (N-(3-bromo-5-methylphenyl)-4-(difluoromethyl)pyrimidin-2-amine). Run in O1CCOCC1 (dioxane). Conditions: temperature 110 celsius, time 18 hour. The product is C1(C=CCCC1)N1N=CC(=C1)C=1C=C(C=C(C1)C)NC1=NC=CC(=N1)C(F)F (N-(3-(1-(cyclohex-2-en-1-yl)-1H-pyrazol-4-yl)-5-methylphenyl)-4-(difluoromethyl)pyrimidin-2-amine). As a reaction SMILES: [CH:1]1([N:7]2[CH:11]=[C:10](B3OC(C)(C)C(C)(C)O3)[CH:9]=[N:8]2)[CH2:6][CH2:5][CH2:4][CH:3]=[CH:2]1.C(=O)([O-])[O-].[Na+].[Na+].Br[C:28]1[CH:29]=[C:30]([NH:35][C:36]2[N:41]=[C:40]([CH:42]([F:44])[F:43])[CH:39]=[CH:38][N:37]=2)[CH:31]=[C:32]([CH3:34])[CH:33]=1>O1CCOCC1>[CH:1]1([N:7]2[CH:11]=[C:10]([C:28]3[CH:29]=[C:30]([NH:35][C:36]4[N:41]=[C:40]([CH:42]([F:43])[F:44])[CH:39]=[CH:38][N:37]=4)[CH:31]=[C:32]([CH3:34])[CH:33]=3)[CH:9]=[N:8]2)[CH2:6][CH2:5][CH2:4][CH:3]=[CH:2]1 |f:1.2.3|. Reported procedure: 1-(Cyclohex-2-en-1-yl)-4-(4,4,5,5-tetramethyl-1,3,2-dioxaborolan-2-yl)-1H-pyrazole (436 mg, 1.59 mmol), sodium carbonate (337 mg, 3.18 mmol), and 1,1′-Bis(diphenylphosphino)ferrocene-palladium(II)dichloride dichloromethane complex (130 mg, 0.159 mmol) were added to a solution of N-(3-bromo-5-methylphenyl)-4-(difluoromethyl)pyrimidin-2-amine (500 mg, 1.59 mmol) in dioxane (7.5 mL). The mixture was purged with nitrogen for 5 minutes and stirred at 110° C. for 18 h. The mixture was allowed to cool ...